Dataset: the Open Reaction Database (ORD), a public repository of structured organic reaction records. Task: describe an organic reaction: reactants, conditions, products, and yield Reactants: NC(=NO)C1CC(F)(F)CN1C(=O)OCc1ccccc1, COC(=O)C#CC(=O)OC, ClC(Cl)Cl. The product is COC(=O)C=C(ON=C(N)C1CC(F)(F)CN1C(=O)OCc1ccccc1)C(=O)OC. As a reaction SMILES: [CH2:1]([c:2]1[cH:3][cH:4][cH:5][cH:6][cH:7]1)[O:8][C:9](=[O:10])[N:11]1[CH:12]([C:18](=[N:19][OH:20])[NH2:21])[CH2:13][C:14]([F:16])([F:17])[CH2:15]1.[CH3:22][O:23][C:24](=[O:25])[C:26]#[C:27][C:28](=[O:29])[O:30][CH3:31].[CH:32]([Cl:33])([Cl:34])[Cl:35]>>[CH2:1]([c:2]1[cH:3][cH:4][cH:5][cH:6][cH:7]1)[O:8][C:9](=[O:10])[N:11]1[CH:12]([C:18](=[N:19][O:20][C:26]([C:24]([O:23][CH3:22])=[O:25])=[CH:27][C:28](=[O:29])[O:30][CH3:31])[NH2:21])[CH2:13][C:14]([F:16])([F:17])[CH2:15]1. Reactants: CC(C)(C)OC(=O)NC1(C(=O)O)CCN(C(=O)OCc2ccccc2)CC1, C1CCOC1, CCN=C=NCCCN(C)C, CCOC(C)=O, CN(C)c1ccncc1, CC(C)c1ccc(N)cc1, O. The product is CC(C)c1ccc(NC(=O)C2(NC(=O)OC(C)(C)C)CCN(C(=O)OCc3ccccc3)CC2)cc1. Reaction SMILES: [CH2:1]([c:2]1[cH:3][cH:4][cH:5][cH:6][cH:7]1)[O:8][C:9](=[O:10])[N:11]1[CH2:12][CH2:13][C:14]([C:17](=[O:18])[OH:19])([NH:20][C:21](=[O:22])[O:23][C:24]([CH3:25])([CH3:26])[CH3:27])[CH2:15][CH2:16]1.[CH2:64]1[O:65][CH2:66][CH2:67][CH2:68]1.[CH3:38][CH2:39][N:40]=[C:41]=[N:42][CH2:43][CH2:44][CH2:45][N:46]([CH3:47])[CH3:48].[CH3:49][CH2:50][O:51][C:52](=[O:53])[CH3:54].[CH3:55][N:56]([c:57]1[cH:58][cH:59][n:60][cH:61][cH:62]1)[CH3:63].[CH:28]([CH3:29])([CH3:30])[c:31]1[cH:32][cH:33][c:34]([NH2:35])[cH:36][cH:37]1.[OH2:69]>>[CH2:1]([c:2]1[cH:3][cH:4][cH:5][cH:6][cH:7]1)[O:8][C:9](=[O:10])[N:11]1[CH2:12][CH2:13][C:14]([C:17](=[O:18])[NH:35][c:34]2[cH:33][cH:32][c:31]([CH:28]([CH3:29])[CH3:30])[cH:37][cH:36]2)([NH:20][C:21](=[O:22])[O:23][C:24]([CH3:25])([CH3:26])[CH3:27])[CH2:15][CH2:16]1. Reactants: C[Mg]I (methylmagnesium iodide), C(CCC)(=O)C=1C=NC2=C(C=CC=C2C1NC1=C(C=C(C=C1)O)C)C=O (3-Butyryl-4-(4-hydroxy-2-methylphenylamino)quinoline-8-carbaldehyde). Run in CCOCC (ether), O1CCCC1 (tetrahydrofuran). The product is C(CCC)(=O)C=1C=NC2=C(C=CC=C2C1NC1=C(C=C(C=C1)O)C)C(C)O (3-butyryl-4-(4-hydroxy-2-methylphenylamino)-8-(1-hydroxyethyl)quinoline), ether-petrol. The yield is 21.5%. RXN SMILES: [C:1]([C:6]1[CH:7]=[N:8][C:9]2[C:14]([C:15]=1[NH:16][C:17]1[CH:22]=[CH:21][C:20]([OH:23])=[CH:19][C:18]=1[CH3:24])=[CH:13][CH:12]=[CH:11][C:10]=2[CH:25]=[O:26])(=[O:5])[CH2:2][CH2:3][CH3:4].[CH3:27][Mg]I>O1CCCC1.CCOCC>[C:1]([C:6]1[CH:7]=[N:8][C:9]2[C:14]([C:15]=1[NH:16][C:17]1[CH:22]=[CH:21][C:20]([OH:23])=[CH:19][C:18]=1[CH3:24])=[CH:13][CH:12]=[CH:11][C:10]=2[CH:25]([OH:26])[CH3:27])(=[O:5])[CH2:2][CH2:3][CH3:4]. Procedure details: 3-Butyryl-4-(4-hydroxy-2-methylphenylamino)quinoline-8-carbaldehyde (2.0 g, 6 mmol) was stirred in dry tetrahydrofuran (200 ml) at -30° C. and treated with a solution of methylmagnesium iodide in ether. Cooling was removed and the mixture was allowed to warm to room temperature. The mixture was washed with saturated ammonium chloride solution (x2) and the aqueous extracted with dichloromethane. The combined organics were dried and evaporated to afford a brown oil which was chromatographed (silic... Procedure: 4.2 g of 4-methyl-thiosemicarbazide and 8.0 g of 1-phenyl-4-chlorobutan-1-one in 200 ml of isopropanol is refluxed for 48 hours. The solvent is then evaporated and the residue is dissolved in methylene chloride. The resulting solution is washed with saturated aqueous sodium bicarbonate and with saturated aqueous sodium chloride and then dried over sodium sulfate. Evaporation of the solvent leaves a brownish oil which crystallizes partially. This is treated with ether to give a light yellow powde... Reactants: CNC(NN)=S (4-methyl-thiosemicarbazide), C1(=CC=CC=C1)C(CCCCl)=O (1-phenyl-4-chlorobutan-1-one). Solvent: C(C)(C)O (isopropanol). Yields the product CN1C2(N(NC1=S)CCC2)C2=CC=CC=C2 (5,6,7,7a-tetrahydro-1-methyl-7a-phenyl-1H-pyrrolo[1,2-b][1,2,4]triazole-2(3H)-thione). RXN SMILES: [CH3:1][NH:2][C:3](=[S:6])[NH:4][NH2:5].[C:7]1([C:13](=O)[CH2:14][CH2:15][CH2:16]Cl)[CH:12]=[CH:11][CH:10]=[CH:9][CH:8]=1>C(O)(C)C>[CH3:1][N:2]1[C:3](=[S:6])[NH:4][N:5]2[CH2:16][CH2:15][CH2:14][C:13]12[C:7]1[CH:12]=[CH:11][CH:10]=[CH:9][CH:8]=1. The reactants are OC1=C(C(N(C2=NC=CC=C12)C1=CC=CC=C1)=O)C(CCC1=C(C=CC=C1)C#N)=O (4-hydroxy-3-[1-oxo-3-(2-cyanophenyl)propyl]-1-phenyl-1,8-naphthyridin-2 (1H)-one), O.NN (hydrazine monohydrate). Solvent: CN(C)C=O (DMF). The product is C(#N)C1=C(C=CC=C1)CCC1=NNC2=C1C(N(C=1N=CC=CC21)C2=CC=CC=C2)=O (3-[2-(2-cyanophenyl)ethyl]-5-phenyl-1H-pyrazolo[4,3-c][1,8]naphthyridin-4 (5H)-one). The yield is 97.0%. As a reaction SMILES: O[C:2]1[C:11]2[C:6](=[N:7][CH:8]=[CH:9][CH:10]=2)[N:5]([C:12]2[CH:17]=[CH:16][CH:15]=[CH:14][CH:13]=2)[C:4](=[O:18])[C:3]=1[C:19](=O)[CH2:20][CH2:21][C:22]1[CH:27]=[CH:26][CH:25]=[CH:24][C:23]=1[C:28]#[N:29].O.[NH2:32][NH2:33]>CN(C=O)C>[C:28]([C:23]1[CH:24]=[CH:25][CH:26]=[CH:27][C:22]=1[CH2:21][CH2:20][C:19]1[C:3]2[C:4](=[O:18])[N:5]([C:12]3[CH:17]=[CH:16][CH:15]=[CH:14][CH:13]=3)[C:6]3[N:7]=[CH:8][CH:9]=[CH:10][C:11]=3[C:2]=2[NH:33][N:32]=1)#[N:29] |f:1.2|. Procedure: To a suspension of 4-hydroxy-3-[1-oxo-3-(2-cyanophenyl)propyl]-1-phenyl-1,8-naphthyridin-2 (1H)-one (991 mg, 2.51 mmol, prepared in Synthetic Example 11) in DMF (25 ml) was added hydrazine monohydrate (80%, 371 μl, 9.26 mmol, 3.7 eq.), and the mixture was treated in the same manner as in Example 16 to give 3-[2-(2-cyanophenyl)ethyl]-5-phenyl-1H-pyrazolo[4,3-c][1,8]naphthyridin-4 (5H)-one (953 mg, 97%).